describe an organic reaction: reactants, conditions, products, and yield From a dataset of the Open Reaction Database (ORD), a public repository of structured organic reaction records. Procedure: To a solution of 0.9 g (3.49 mmol) of methyl 6-acetoxymethyl-2-naphthoate in 100 mL of MeOH was added 0.5 g (3.62 mmol) of K2CO3 and 1 mL of H2O. The mixture was stirred at room temperature for 30 min before being evaporated to dryness. The residue was taken up in 50 mL of EtOAc and 30 mL of H2O. The organic layer was dried (Na2SO4) and evaporated to give 0.76 g (100% yield) of methyl 6-hydroxymethyl-2-naphthoate as white crystals: mp 123°-124° C.; IR (mull) 3250, 1720, 1300, 1200, 1130, 1100, 1... Conditions: time 30 minute. As a reaction SMILES: C([O:4][CH2:5][C:6]1[CH:7]=[C:8]2[C:13](=[CH:14][CH:15]=1)[CH:12]=[C:11]([C:16]([O:18][CH3:19])=[O:17])[CH:10]=[CH:9]2)(=O)C.C([O-])([O-])=O.[K+].[K+].O>CO>[OH:4][CH2:5][C:6]1[CH:7]=[C:8]2[C:13](=[CH:14][CH:15]=1)[CH:12]=[C:11]([C:16]([O:18][CH3:19])=[O:17])[CH:10]=[CH:9]2 |f:1.2.3|. Isolated yield 100.7%. Solvent: CO (MeOH). Product: OCC=1C=C2C=CC(=CC2=CC1)C(=O)OC (methyl 6-hydroxymethyl-2-naphthoate). Reactants: C(C)(=O)OCC=1C=C2C=CC(=CC2=CC1)C(=O)OC (methyl 6-acetoxymethyl-2-naphthoate), C(=O)([O-])[O-].[K+].[K+] (K2CO3), O (H2O). Reactants: CCNC(=O)Nc1ccc(-c2nc3c(c(N4CCOCC4C)n2)CCNC3)cc1, O=S(=O)(Cl)C1CC1. Yields the product CCNC(=O)Nc1ccc(-c2nc3c(c(N4CCOCC4C)n2)CCN(S(=O)(=O)C2CC2)C3)cc1. Reaction SMILES: [CH2:1]([CH3:2])[NH:3][C:4](=[O:5])[NH:6][c:7]1[cH:8][cH:9][c:10](-[c:13]2[n:14][c:15]([N:23]3[CH:24]([CH3:29])[CH2:25][O:26][CH2:27][CH2:28]3)[c:16]3[c:17]([n:18]2)[CH2:19][NH:20][CH2:21][CH2:22]3)[cH:11][cH:12]1.[CH:30]1([S:33](=[O:34])(=[O:35])[Cl:36])[CH2:31][CH2:32]1>>[CH2:1]([CH3:2])[NH:3][C:4](=[O:5])[NH:6][c:7]1[cH:8][cH:9][c:10](-[c:13]2[n:14][c:15]([N:23]3[CH:24]([CH3:29])[CH2:25][O:26][CH2:27][CH2:28]3)[c:16]3[c:17]([n:18]2)[CH2:19][N:20]([S:33]([CH:30]2[CH2:31][CH2:32]2)(=[O:34])=[O:35])[CH2:21][CH2:22]3)[cH:11][cH:12]1.